This data is from the Open Reaction Database (ORD), a public repository of structured organic reaction records. The task is: describe an organic reaction: reactants, conditions, products, and yield Reactants: COc1cc2[nH]c(N(C)Cc3cccc(OCCO[Si](C)(C)C(C)(C)C)c3)nc(=O)c2c(OC)c1OC, C1CCOC1. Product: COc1cc2[nH]c(N(C)Cc3cccc(OCCO)c3)nc(=O)c2c(OC)c1OC. Reaction SMILES: [C:1]([Si:2]([CH3:3])([CH3:4])[O:6][CH2:7][CH2:8][O:9][c:10]1[cH:11][c:12]([CH2:13][N:14]([c:15]2[nH:16][c:17]3[cH:18][c:19]([O:30][CH3:31])[c:20]([O:28][CH3:29])[c:21]([O:26][CH3:27])[c:22]3[c:23](=[O:25])[n:24]2)[CH3:32])[cH:33][cH:34][cH:35]1)([CH3:5])([CH3:36])[CH3:37].[CH2:38]1[O:39][CH2:40][CH2:41][CH2:42]1>>[OH:6][CH2:7][CH2:8][O:9][c:10]1[cH:11][c:12]([CH2:13][N:14]([c:15]2[nH:16][c:17]3[cH:18][c:19]([O:30][CH3:31])[c:20]([O:28][CH3:29])[c:21]([O:26][CH3:27])[c:22]3[c:23](=[O:25])[n:24]2)[CH3:32])[cH:33][cH:34][cH:35]1. Reactants: IC1=CC=C(C=C1)C(=O)N1CCN(CC1)C1=NC(=C(C=C1C)C)C ((4-iodophenyl)[4-(3,5,6-trimethylpyridin-2-yl)piperazin-1-yl]methanone), O=C1OC[C@H](N1)COC(C1=CC=CC=C1)=O (benzoic acid (R)-2-oxooxazolidin-4-ylmethyl ester). The product is C(C1=CC=CC=C1)(=O)OC[C@H]1N(C(OC1)=O)C1=CC=C(C=C1)C(=O)N1CCN(CC1)C1=NC(=C(C=C1C)C)C ((R)-4-benzoyloxymethyl-3-{4-[4-(3,5,6-trimethylpyridin-2-yl)piperazine-1-carbonyl]phenyl}oxazolidin-2-one). Isolated yield 96.7%. RXN SMILES: I[C:2]1[CH:7]=[CH:6][C:5]([C:8]([N:10]2[CH2:15][CH2:14][N:13]([C:16]3[C:21]([CH3:22])=[CH:20][C:19]([CH3:23])=[C:18]([CH3:24])[N:17]=3)[CH2:12][CH2:11]2)=[O:9])=[CH:4][CH:3]=1.[O:25]=[C:26]1[NH:30][C@H:29]([CH2:31][O:32][C:33](=[O:40])[C:34]2[CH:39]=[CH:38][CH:37]=[CH:36][CH:35]=2)[CH2:28][O:27]1>>[C:33]([O:32][CH2:31][C@@H:29]1[CH2:28][O:27][C:26](=[O:25])[N:30]1[C:2]1[CH:7]=[CH:6][C:5]([C:8]([N:10]2[CH2:15][CH2:14][N:13]([C:16]3[C:21]([CH3:22])=[CH:20][C:19]([CH3:23])=[C:18]([CH3:24])[N:17]=3)[CH2:12][CH2:11]2)=[O:9])=[CH:4][CH:3]=1)(=[O:40])[C:34]1[CH:35]=[CH:36][CH:37]=[CH:38][CH:39]=1. Reported procedure: By reaction and treatment in the same manner as in Preparation Example 91 and using (4-iodophenyl)[4-(3,5,6-trimethylpyridin-2-yl)piperazin-1-yl]methanone (2.18 g) described in Preparation Example 176 and benzoic acid (R)-2-oxooxazolidin-4-ylmethyl ester (1.11 g), the title compound (2.56 g) was obtained. The reactants are CC1=NOC(=C1C)N(S(=O)(=O)C=1C(=CC=CC1)C1=C(C=C(C=C1)C=1OC=CN1)CNC(C)C)COCCOC (N-(3,4-dimethyl-5-isoxazolyl)-N-[(2-methoxyethoxy)methyl]-2'-[[(1-methylethyl)amino]methyl]-4'-(2-oxazolyl)[1,1'-biphenyl]-2-sulfonamide), CO (MeOH), CCCCCC (Hexane). The solvent is CCOC(=O)C (EtOAc). Yields the product CC1=NOC(=C1C)NS(=O)(=O)C=1C(=CC=CC1)C1=C(C=C(C=C1)C=1OC=CN1)CNC(C)C (N-(3,4-Dimethyl-5-isoxazolyl)-2'-[[(1-methylethyl)amino]methyl]-4'-(2-oxazolyl)[1,1'-biphenyl]-2-sulfonamide). Yield: 65.3%. RXN SMILES: [CH3:1][C:2]1[C:6]([CH3:7])=[C:5]([N:8](COCCOC)[S:9]([C:12]2[C:13]([C:18]3[CH:23]=[CH:22][C:21]([C:24]4[O:25][CH:26]=[CH:27][N:28]=4)=[CH:20][C:19]=3[CH2:29][NH:30][CH:31]([CH3:33])[CH3:32])=[CH:14][CH:15]=[CH:16][CH:17]=2)(=[O:11])=[O:10])[O:4][N:3]=1.CO.CCCCCC>CCOC(C)=O>[CH3:1][C:2]1[C:6]([CH3:7])=[C:5]([NH:8][S:9]([C:12]2[C:13]([C:18]3[CH:23]=[CH:22][C:21]([C:24]4[O:25][CH:26]=[CH:27][N:28]=4)=[CH:20][C:19]=3[CH2:29][NH:30][CH:31]([CH3:33])[CH3:32])=[CH:14][CH:15]=[CH:16][CH:17]=2)(=[O:11])=[O:10])[O:4][N:3]=1. Reported procedure: A suspension of 71 mg of N-(3,4-dimethyl-5-isoxazolyl)-N-[(2-methoxyethoxy)methyl]-2'-[[(1-methylethyl)amino]methyl]-4'-(2-oxazolyl)[1,1'-biphenyl]-2-sulfonamide (prepared as in Step (A) of Example 43) was heated to reflux in ~3 ml of EtOAc. MeOH was added dropwise until complete dissolution occurred. Hexane was added to the hot mixture to the point of slight turbidity. After cooling to room temperature and standing several hours, the crystals were filtered and dried to afford 39 mg (55%) of the... Reactants: CCO, CCOC(=O)C(CCO)=C(c1ccc(Cl)cc1)c1ccc(S(C)(=O)=O)cc1, [Na+], [OH-]. Product: CS(=O)(=O)c1ccc(C(=C(CCO)C(=O)[O-])c2ccc(Cl)cc2)cc1, [Na+]. RXN SMILES: [CH3:30][CH2:31][OH:32].[Cl:1][c:2]1[cH:3][cH:4][c:5]([C:8](=[C:9]([C:10](=[O:11])[O:12][CH2:13][CH3:14])[CH2:15][CH2:16][OH:17])[c:18]2[cH:19][cH:20][c:21]([S:24](=[O:25])(=[O:26])[CH3:27])[cH:22][cH:23]2)[cH:6][cH:7]1.[Na+:29].[OH-:28]>>[Cl:1][c:2]1[cH:3][cH:4][c:5]([C:8](=[C:9]([C:10](=[O:11])[O-:12])[CH2:15][CH2:16][OH:17])[c:18]2[cH:19][cH:20][c:21]([S:24](=[O:25])(=[O:26])[CH3:27])[cH:22][cH:23]2)[cH:6][cH:7]1.[Na+:29]. Reactants: ClC1=NC=C(C(=N1)NC1=CC(=CC=C1)OC1OCCCC1)Cl (2,5-dichloro-N-[3-(tetrahydro-2H-pyran-2-yloxy)phenyl]pyrimidin-4-amine), NC=1C=C(C=CC1)CCO (2-(3-aminophenyl)ethanol). The product is ClC=1C(=NC(=NC1)NC1=CC(=CC=C1)CCO)NC=1C=C(C=CC1)O (3-[(5-Chloro-2-{[3-(2-hydroxyethyl)phenyl]amino}pyrimidin-4-yl)amino]phenol). Yield: 65.0%. Reaction SMILES: Cl[C:2]1[N:7]=[C:6]([NH:8][C:9]2[CH:14]=[CH:13][CH:12]=[C:11]([O:15]C3CCCCO3)[CH:10]=2)[C:5]([Cl:22])=[CH:4][N:3]=1.[NH2:23][C:24]1[CH:25]=[C:26]([CH2:30][CH2:31][OH:32])[CH:27]=[CH:28][CH:29]=1>>[Cl:22][C:5]1[C:6]([NH:8][C:9]2[CH:10]=[C:11]([OH:15])[CH:12]=[CH:13][CH:14]=2)=[N:7][C:2]([NH:23][C:24]2[CH:29]=[CH:28][CH:27]=[C:26]([CH2:30][CH2:31][OH:32])[CH:25]=2)=[N:3][CH:4]=1. Procedure details: The desired compound was prepared according to the procedure of Example D5, step B, using 2,5-dichloro-N-[3-(tetrahydro-2H-pyran-2-yloxy)phenyl]pyrimidin-4-amine and 2-(3-aminophenyl)ethanol [Bioorg. Med. Chem. 2005, 13, 6703-6712] as the starting materials in 65% yield. LCMS for C18H18ClN4O2 (M+H)+: m/z=357.1.